Dataset: the Open Reaction Database (ORD), a public repository of structured organic reaction records. Task: describe an organic reaction: reactants, conditions, products, and yield Reactants: C(C)(=O)O[C@@H]1CC2=CC[C@H]3[C@@H]4CC[C@@H]([C@@]4(C)CC[C@@H]3[C@]2(CC1)COC)OC(C)=O (19-methoxyandrost-5-ene-3β,17β-diol diacetate), COC[C@]12[C@@H](C[C@@H](CC1=CC[C@H]1[C@@H]3CC[C@@H]([C@@]3(C)CC[C@H]21)O)O)C (19-methoxy-1β-methyl-5-androstene-3β,17β-diol), COC[C@]12CC[C@@H](CC1=C(C[C@H]1[C@@H]3CC[C@@H]([C@@]3(C)CC[C@H]21)O)C)O (19-methoxy-6-methyl-5-androstene-3β,17β-diol). Product: C(C)(=O)O[C@@H]1CC2=CC[C@H]3[C@@H]4CC[C@@H]([C@@]4(C)CC[C@@H]3[C@]2([C@@H](C1)C)COC)OC(C)=O (19-methoxy-1β-methyl-5-androstene-3β,17β-diol diacetate), C(C)(=O)O[C@@H]1CC2=C(C[C@H]3[C@@H]4CC[C@@H]([C@@]4(C)CC[C@@H]3[C@]2(CC1)COC)OC(C)=O)C (19-methoxy-6-methyl-5-androstene-3β,17β-diol diacetate). As a reaction SMILES: [CH3:1]OC[C@@]12[C@@H]3[C@H]([C@H]4[C@@](CC3)(C)[C@@H](O)CC4)CC=C1C[C@@H](O)C[C@H]2C.[CH3:25]OC[C@@]12[C@@H]3[C@H]([C@H]4[C@@](CC3)(C)[C@@H](O)CC4)CC(C)=C1C[C@@H](O)CC2.[C:49]([O:52][C@H:53]1[CH2:70][CH2:69][C@@:68]2([CH2:71][O:72][CH3:73])[C:55](=[CH:56][CH2:57][C@@H:58]3[C@@H:67]2[CH2:66][CH2:65][C@@:63]2([CH3:64])[C@H:59]3[CH2:60][CH2:61][C@@H:62]2[O:74][C:75](=[O:77])[CH3:76])[CH2:54]1)(=[O:51])[CH3:50]>>[C:49]([O:52][C@H:53]1[CH2:70][C@@H:69]([CH3:1])[C@@:68]2([CH2:71][O:72][CH3:73])[C:55](=[CH:56][CH2:57][C@@H:58]3[C@@H:67]2[CH2:66][CH2:65][C@@:63]2([CH3:64])[C@H:59]3[CH2:60][CH2:61][C@@H:62]2[O:74][C:75](=[O:77])[CH3:76])[CH2:54]1)(=[O:51])[CH3:50].[C:49]([O:52][C@H:53]1[CH2:70][CH2:69][C@@:68]2([CH2:71][O:72][CH3:73])[C:55](=[C:56]([CH3:25])[CH2:57][C@@H:58]3[C@@H:67]2[CH2:66][CH2:65][C@@:63]2([CH3:64])[C@H:59]3[CH2:60][CH2:61][C@@H:62]2[O:74][C:75](=[O:77])[CH3:76])[CH2:54]1)(=[O:51])[CH3:50]. Reported procedure: Substituting 19-methoxy-1β-methyl-5-androstene-3β,17β-diol and 19-methoxy-6-methyl-5-androstene-3β,17β-diol in lieu of the 19-methoxyandrost-5-ene-3β,17β-diol above results in the preparation of 19-methoxy-1β-methyl-5-androstene-3β,17β-diol diacetate and 19-methoxy-6-methyl-5-androstene-3β,17β-diol diacetate. The reactants are Cl (hydrochloride), ClC1=NC2=CC(=CC=C2C=N1)Cl (2,7-dichloro-quinazoline), C(C)(C)(C)OC(=O)N1CC(CCC1)N (3-Amino-piperidine-1-carboxylic acid tert-butyl ester), tert-butyl oxy carbonyl, ClC1=CC2=C(N=C(O2)NC2CNCC2)C=C1 ((6-Chloro-benzooxazol-2-yl)-pyrrolidin-3-yl-amine). Yields the product ClC1=CC=C2C=NC(=NC2=C1)NC1CNCCC1 ((7-Chloro-quinazolin-2-yl)-piperidin-3-yl-amine). As a reaction SMILES: ClC1C=CC2N=C(NC3CCNC3)OC=2C=1.Cl.Cl[C:19]1[N:28]=[CH:27][C:26]2[C:21](=[CH:22][C:23]([Cl:29])=[CH:24][CH:25]=2)[N:20]=1.C(OC([N:37]1[CH2:42][CH2:41][CH2:40][CH:39]([NH2:43])[CH2:38]1)=O)(C)(C)C>>[Cl:29][C:23]1[CH:22]=[C:21]2[C:26]([CH:27]=[N:28][C:19]([NH:43][CH:39]3[CH2:40][CH2:41][CH2:42][NH:37][CH2:38]3)=[N:20]2)=[CH:25][CH:24]=1. Reported procedure: In analogy to the procedure described for the synthesis of (6-Chloro-benzooxazol-2-yl)-pyrrolidin-3-yl-amine; hydrochloride (example 1, step 1) the title compound was prepared from 2,7-dichloro-quinazoline (Synthesis 1978, 5, 379-82) and 3-Amino-piperidine-1-carboxylic acid tert-butyl ester (commercially available) and subsequent cleavage of the tert-butyl oxy carbonyl protecting group under acidic conditions. (MH+) 263.1. Procedure: Forty grams (0.05 mole) of nogalamycin was dissolved in 356 ml of 1 N KOH (0.36 mole), and 310 ml of water was added. The solution was stirred overnight at room temperature. The reaction mixture was acidified to pH 3.0 by adding 30% H2SO4 dropwise with stirring. The precipitate was collected by centrifugation and the precipitate was washed three times with water. The dried product weighted 28.5 g. Ten grams was dissolved in 125 ml of methanol and put on 500 g of silica packed in CHCl3 --MeOH (95... The product is C[C@H]1[C@@H]([C@@]([C@H]([C@@H](O1)O[C@H]2C[C@]([C@@H](C3=C2C(=C4C(=C3)C(=O)C5=C(C(=CC6=C5O[C@H]7[C@H]([C@@H]([C@H]([C@@]6(O7)C)O)N(C)C)O)O)C4=O)O)C(=O)O)(C)O)OC)(C)OC)OC (Nogalamycinic Acid). RXN SMILES: [CH3:1][C@@H:2]1[O:7][C@@H:6]([O:8][C@@H:9]2[C:14]3[C:15]([OH:43])=[C:16]4[C:41](=[O:42])[C:22]5[C:23]([OH:40])=[CH:24][C:25]6[C@@:32]7([CH3:34])[O:33][C@H:28]([C@@H:29]([OH:39])[C@H:30]([N:36]([CH3:38])[CH3:37])[C@H:31]7[OH:35])[O:27][C:26]=6[C:21]=5[C:19](=[O:20])[C:17]4=[CH:18][C:13]=3[C@@H:12]([C:44]([O:46]C)=[O:45])[C@:11]([OH:49])([CH3:48])[CH2:10]2)[C@H:5]([O:50][CH3:51])[C@@:4]([O:53][CH3:54])([CH3:52])[C@H:3]1[O:55][CH3:56].[OH-].[K+].OS(O)(=O)=O>CCO.CO.O.C(Cl)(Cl)Cl>[CH3:1][C@@H:2]1[O:7][C@@H:6]([O:8][C@@H:9]2[C:14]3[C:15]([OH:43])=[C:16]4[C:41](=[O:42])[C:22]5[C:23]([OH:40])=[CH:24][C:25]6[C@@:32]7([CH3:34])[O:33][C@H:28]([C@@H:29]([OH:39])[C@H:30]([N:36]([CH3:38])[CH3:37])[C@H:31]7[OH:35])[O:27][C:26]=6[C:21]=5[C:19](=[O:20])[C:17]4=[CH:18][C:13]=3[C@@H:12]([C:44]([OH:46])=[O:45])[C@:11]([OH:49])([CH3:48])[CH2:10]2)[C@H:5]([O:50][CH3:51])[C@@:4]([O:53][CH3:54])([CH3:52])[C@H:3]1[O:55][CH3:56] |f:1.2|. Run at time 8 hour. Reactants: ( 13,550 ), C[C@H]1[C@@H]([C@@]([C@H]([C@@H](O1)O[C@H]2C[C@]([C@@H](C3=C2C(=C4C(=C3)C(=O)C5=C(C(=CC6=C5O[C@H]7[C@H]([C@@H]([C@H]([C@@]6(O7)C)O)N(C)C)O)O)C4=O)O)C(=O)OC)(C)O)OC)(C)OC)OC (nogalamycin), [OH-].[K+] (KOH), OS(=O)(=O)O (H2SO4). Solvent: CCO (EtOH), O (water), CO (MeOH), C(Cl)(Cl)Cl (CHCl3), O (H2O), CO (CH3OH). Starting materials: N1C=CC2=CC=CC=C12 (1H-indole), [H-].[Na+] (NaH), BrCCC(=O)OCC (ethyl 3-bromopropanoate). The solvent is CN(C)C=O (DMF), CN(C)C=O (DMF). Reaction conditions: temperature 0 celsius, time 15 minute. The product is N1(C=CC2=CC=CC=C12)CCC(=O)OCC (ethyl 3-(1H-indol-1-yl)propanoate). The yield is 40.9%. Reaction SMILES: [H-].[Na+].[NH:3]1[C:11]2[C:6](=[CH:7][CH:8]=[CH:9][CH:10]=2)[CH:5]=[CH:4]1.Br[CH2:13][CH2:14][C:15]([O:17][CH2:18][CH3:19])=[O:16]>CN(C=O)C>[N:3]1([CH2:13][CH2:14][C:15]([O:17][CH2:18][CH3:19])=[O:16])[C:11]2[C:6](=[CH:7][CH:8]=[CH:9][CH:10]=2)[CH:5]=[CH:4]1 |f:0.1|. Reported procedure: NaH (0.444 g, 11.1 mmol) was dissolved in anhydrous DMF (5 mL) under argon and cooled to 0° C. To it was added 1H-indole (1.00 g, 8.54 mmol) dissolved in anhydrous DMF (5 mL). The reaction was stirred for 15 min at 0° C. followed by the addition of ethyl 3-bromopropanoate (1.10 mL, 8.54 mmol). The reaction was then stirred for 3 h at 70° C. and then quenched by the addition of H2O (30 mL). The organic products were extracted with EtOAc (3×30 mL), washed with H2O (2×30 mL), brine (15 mL), dried w... The reactants are C1=CC=C(C=C1)P(C2=CC=CC=C2)C3=CC=CC=C3 (Ph3P), OC1=CC(=C(C=C1)OCC(=O)OCC)C (ethyl [(4-hydroxy-2-methylphenyl)oxy]acetate), BrC1=CC=CC(=N1)C(CO[Si](C)(C)C(C)(C)C)O (1-(6-bromo-2-pyridinyl)-2-{[(1,1-dimethylethyl)(dimethyl)silyl]oxy}ethanol), ice water, CC(C)OC(=O)/N=N/C(=O)OC(C)C (DIAD). The solvent is C1CCOC1 (THF), C1CCOC1 (THF). The product is BrC1=CC=CC(=N1)C(CO[Si](C)(C)C(C)(C)C)OC1=CC(=C(C=C1)OCC(=O)OCC)C (Ethyl ({4-[(1-(6-bromo-2-pyridinyl)-2-{[(1,1-dimethylethyl)(dimethyl)silyl]oxy}ethyl)oxy]-2-methylphenyl}oxy)acetate). Isolated yield 27.2%. As a reaction SMILES: C1C=CC(P(C2C=CC=CC=2)C2C=CC=CC=2)=CC=1.[OH:20][C:21]1[CH:26]=[CH:25][C:24]([O:27][CH2:28][C:29]([O:31][CH2:32][CH3:33])=[O:30])=[C:23]([CH3:34])[CH:22]=1.[Br:35][C:36]1[N:41]=[C:40]([CH:42](O)[CH2:43][O:44][Si:45]([C:48]([CH3:51])([CH3:50])[CH3:49])([CH3:47])[CH3:46])[CH:39]=[CH:38][CH:37]=1.CC(OC(/N=N/C(OC(C)C)=O)=O)C>C1COCC1>[Br:35][C:36]1[N:41]=[C:40]([CH:42]([O:20][C:21]2[CH:26]=[CH:25][C:24]([O:27][CH2:28][C:29]([O:31][CH2:32][CH3:33])=[O:30])=[C:23]([CH3:34])[CH:22]=2)[CH2:43][O:44][Si:45]([C:48]([CH3:51])([CH3:50])[CH3:49])([CH3:47])[CH3:46])[CH:39]=[CH:38][CH:37]=1. Reported procedure: To a solution of Ph3P (1.10 g, 4.19 mmol) in dry THF (30 mL), was treated with ethyl [(4-hydroxy-2-methylphenyl)oxy]acetate (696 mg, 3.31 mmol) and 1-(6-bromo-2-pyridinyl)-2-{[(1,1-dimethylethyl)(dimethyl)silyl]oxy}ethanol (1.00 g, 3.01 mmol) and the resulting solution cooled to 0° C. (ice/water bath) under nitrogen. DIAD (0.829 ml, 4.21 mmol) in THF (30 ml) was then added drop-wise over 2 h using a syringe pump. The resulting mixture was then allowed to warm to ambient temperature over 22.5 h a... The reactants are C(C1=CC=CC=C1)SC(C[C@H](OCC1=CC=CC=C1)[C@@H](O)COCC1=CC=CC=C1)SCC1=CC=CC=C1 (3,5-di-O-benzyl-2-deoxy-L-threo-pentose dibenzyl dithioacetal), CS(=O)(=O)Cl (methanesulphonyl chloride). Solvent: N1=CC=CC=C1 (pyridine), N1=CC=CC=C1 (pyridine). Run at temperature 0 celsius, time 18 hour. The product is C(C1=CC=CC=C1)SC(C[C@H](OCC1=CC=CC=C1)[C@@H](OS(=O)(=O)C)COCC1=CC=CC=C1)SCC1=CC=CC=C1 (3,5-di-O-benzyl-2-deoxy-4-O-methane-sulphonyl-L-threo-pentose dibenzyl dithioacetal). Reaction SMILES: [CH2:1]([S:8][CH:9]([S:31][CH2:32][C:33]1[CH:38]=[CH:37][CH:36]=[CH:35][CH:34]=1)[CH2:10][C@@H:11]([C@H:20]([CH2:22][O:23][CH2:24][C:25]1[CH:30]=[CH:29][CH:28]=[CH:27][CH:26]=1)[OH:21])[O:12][CH2:13][C:14]1[CH:19]=[CH:18][CH:17]=[CH:16][CH:15]=1)[C:2]1[CH:7]=[CH:6][CH:5]=[CH:4][CH:3]=1.[CH3:39][S:40](Cl)(=[O:42])=[O:41]>N1C=CC=CC=1>[CH2:32]([S:31][CH:9]([S:8][CH2:1][C:2]1[CH:7]=[CH:6][CH:5]=[CH:4][CH:3]=1)[CH2:10][C@@H:11]([C@H:20]([CH2:22][O:23][CH2:24][C:25]1[CH:26]=[CH:27][CH:28]=[CH:29][CH:30]=1)[O:21][S:40]([CH3:39])(=[O:42])=[O:41])[O:12][CH2:13][C:14]1[CH:19]=[CH:18][CH:17]=[CH:16][CH:15]=1)[C:33]1[CH:34]=[CH:35][CH:36]=[CH:37][CH:38]=1. Procedure details: To a solution of 3,5-di-O-benzyl-2-deoxy-L-threo-pentose dibenzyl dithioacetal (61.4 g, 113 mmol) in dry pyridine (700 ml) was added methanesulphonyl chloride (19.4 g, 169 mmol) in dry pyridine (200 ml) dropwise, with stirring, at 0° C. The temperature of the mixture was raised to room temperature and stirring continued for 18 hours. The pyridine was then removed in vacuo and the residue dissolved in dichloromethane. The dichloromethane extracts were then successively washed with 2M hydrochloric... Reactants: [H-].[Al+3].[Li+].[H-].[H-].[H-] (lithium aluminum hydride), CCOCC (ether), C(=O)=O (carbon dioxide), CCOCC (ether), CC1=NC(=C(C(=C1O)C(=O)OC)C(=O)OC)C=C (dimethyl 2-methyl-3-hydroxy-6-vinylpyridine 4,5-dicarboxylate). Solvent: O (water). Run at time 8 hour. Product: CC1=NC(=C(C(=C1O)CO)CO)C=C (2-methyl-3-hydroxy-4,5-di(hydroxymethyl)-6-vinylpyridine). RXN SMILES: [H-].[Al+3].[Li+].[H-].[H-].[H-].CCOCC.[CH3:12][C:13]1[C:18]([OH:19])=[C:17]([C:20](OC)=[O:21])[C:16]([C:24](OC)=[O:25])=[C:15]([CH:28]=[CH2:29])[N:14]=1.C(=O)=O>O>[CH3:12][C:13]1[C:18]([OH:19])=[C:17]([CH2:20][OH:21])[C:16]([CH2:24][OH:25])=[C:15]([CH:28]=[CH2:29])[N:14]=1 |f:0.1.2.3.4.5|. Procedure details: To a suspension of 0.15 moles of lithium aluminum hydride in 250 ml. of ether is added dropwise with stirring a solution of 0.05 moles of dimethyl 2-methyl-3-hydroxy-6-vinylpyridine 4,5-dicarboxylate in 150 ml. of ether. The mixture is refluxed for 6 hours and stirred overnight at room temperature. The reaction mixture is cooled and 100 ml. of water added dropwise with stirring. The resulting mixture is saturated with carbon dioxide for 30 minutes and then filtered. The precipitate is stirred wi... Starting materials: C(CC)(=O)OCC (ethyl propionate), O.NN (hydrazine monohydrate), C(CC)(=O)OCC (ethyl propionate), O.NN (hydrazine monohydrate), C(C)SC(=NC1=C(C=CC=C1C)C)C1=CC=C(C=C1)F (N-[(ethylsulfanyl)(4-fluorophenyl)methylidene]-2,6-dimethylaniline). The solvent is C(CCC)O (1-butanol), C(CCC)O (1-butanol), C(CCC)O (1-butanol). Conditions: temperature 80 celsius, time 5 hour. Product: CC1=C(C(=CC=C1)C)N1C(=NN=C1C1=CC=C(C=C1)F)CC (4-(2,6-dimethylphenyl)-3-ethyl-5-(4-fluorophenyl)-4H-1,2,4-triazole). Isolated yield 11.0%. As a reaction SMILES: [C:1](OCC)(=O)[CH2:2][CH3:3].O.[NH2:9][NH2:10].C(S[C:14]([C:24]1[CH:29]=[CH:28][C:27]([F:30])=[CH:26][CH:25]=1)=[N:15][C:16]1[C:21]([CH3:22])=[CH:20][CH:19]=[CH:18][C:17]=1[CH3:23])C>C(O)CCC>[CH3:23][C:17]1[CH:18]=[CH:19][CH:20]=[C:21]([CH3:22])[C:16]=1[N:15]1[C:14]([C:24]2[CH:29]=[CH:28][C:27]([F:30])=[CH:26][CH:25]=2)=[N:10][N:9]=[C:1]1[CH2:2][CH3:3] |f:1.2|. Reported procedure: First, 1.80 g of ethyl propionate, 10 mL of 1-butanol, and 0.88 g of hydrazine monohydrate (NH2NH2.H2O) were put in a 100 mL three-neck flask, and heated and stirred at 80° C. for 5 hours to be reacted. Then, 5.0 g of N-[(ethylsulfanyl)(4-fluorophenyl)methylidene]-2,6-dimethylaniline was added to this mixed solution, and heated and stirred at 130° C. for 22 hours to be reacted. Further, a solution obtained by heating and stirring 0.90 g of ethyl propionate, 5 mL of 1-butanol, and 0.44 g of hydra... Reactants: C(C)(C)NC(C)C (diisopropylamine), C(CCC)[Li] (n-Butyllithium), ClC1=NC=CN=C1 (2-chloropyrazine), [Cl-].[NH4+] (ammonium chloride), C(CCC)[SnH](CCCC)CCCC (Tri-n-butyltin hydride). The solvent is O1CCCC1 (tetrahydrofuran), C(C)(=O)OCC (ethyl acetate), O1CCCC1 (tetrahydrofuran). Conditions: time 2 hour. Product: C(CCC)[Sn](C1=NC=CN=C1)(CCCC)CCCC (2-(Tri-n-butylstannyl)pyrazine). Yield: 5.0%. Reaction SMILES: C([Li])CCC.C(NC(C)C)(C)C.[CH2:13]([SnH:17]([CH2:22][CH2:23][CH2:24][CH3:25])[CH2:18][CH2:19][CH2:20][CH3:21])[CH2:14][CH2:15][CH3:16].Cl[C:27]1[CH:32]=[N:31][CH:30]=[CH:29][N:28]=1.[Cl-].[NH4+]>O1CCCC1.C(OCC)(=O)C>[CH2:22]([Sn:17]([CH2:13][CH2:14][CH2:15][CH3:16])([CH2:18][CH2:19][CH2:20][CH3:21])[C:27]1[CH:32]=[N:31][CH:30]=[CH:29][N:28]=1)[CH2:23][CH2:24][CH3:25] |f:4.5|. Procedure details: n-Butyllithium (30.0 ml, 1.6M in hexanes, 48.0 mmol) was added dropwise to a cooled (−40° C.) solution of diisopropylamine (7 ml, 50.1 mmol) in tetrahydrofuran (30 ml), so as to maintain the temperature below −30° C. Once addition was complete, the solution was allowed to warm to room temperature for 2 minutes, then re-cooled to −70° C. Tri-n-butyltin hydride (12 ml, 45.8 mmol) was added dropwise over 10 minutes, and once addition was complete, the reaction was stirred at −60° C. for 2 hours. A ...